This data is from the Open Reaction Database (ORD), a public repository of structured organic reaction records. The task is: describe an organic reaction: reactants, conditions, products, and yield Starting materials: CC(=O)O, CCOC(=O)Cc1nccc(NC=O)n1, O=N[O-], [Na+], O. Yields the product CCOC(=O)C(=NO)c1nccc(NC=O)n1. Reaction SMILES: [CH3:20][C:21](=[O:22])[OH:23].[CH:1](=[O:2])[NH:3][c:4]1[n:5][c:6]([CH2:10][C:11](=[O:12])[O:13][CH2:14][CH3:15])[n:7][cH:8][cH:9]1.[N:16](=[O:17])[O-:18].[Na+:19].[OH2:24]>>[CH:1](=[O:2])[NH:3][c:4]1[n:5][c:6]([C:10]([C:11](=[O:12])[O:13][CH2:14][CH3:15])=[N:16][OH:17])[n:7][cH:8][cH:9]1. As a reaction SMILES: [CH2:1]([CH3:2])[CH:3]1[C:4](=[O:23])[O:5][CH:6]([CH:8]2[N:9]([S:11](=[O:12])(=[O:13])[c:14]3[c:15]([N+:20](=[O:21])[O-:22])[cH:16][cH:17][cH:18][cH:19]3)[CH2:10]2)[CH2:7]1.[CH3:40][c:41]1[cH:42][cH:43][cH:44][cH:45][cH:46]1.[Cl:24][c:25]1[c:26]([N:31]2[C:32](=[O:39])[CH2:33][NH:34][C:35]([CH3:37])([CH3:38])[CH2:36]2)[cH:27][cH:28][cH:29][cH:30]1>>[CH2:1]([CH3:2])[CH:3]1[C:4](=[O:23])[O:5][CH:6]([CH:8]([NH:9][S:11](=[O:12])(=[O:13])[c:14]2[c:15]([N+:20](=[O:21])[O-:22])[cH:16][cH:17][cH:18][cH:19]2)[CH2:10][N:34]2[CH2:33][C:32](=[O:39])[N:31]([c:26]3[c:25]([Cl:24])[cH:30][cH:29][cH:28][cH:27]3)[CH2:36][C:35]2([CH3:37])[CH3:38])[CH2:7]1. The product is CCC1CC(C(CN2CC(=O)N(c3ccccc3Cl)CC2(C)C)NS(=O)(=O)c2ccccc2[N+](=O)[O-])OC1=O. Reactants: CCC1CC(C2CN2S(=O)(=O)c2ccccc2[N+](=O)[O-])OC1=O, Cc1ccccc1, CC1(C)CN(c2ccccc2Cl)C(=O)CN1.